From a dataset of the Open Reaction Database (ORD), a public repository of structured organic reaction records. describe an organic reaction: reactants, conditions, products, and yield Reagents/catalysts: C=1C=CC(=CC1)[P](C=2C=CC=CC2)(C=3C=CC=CC3)[Pd]([P](C=4C=CC=CC4)(C=5C=CC=CC5)C=6C=CC=CC6)([P](C=7C=CC=CC7)(C=8C=CC=CC8)C=9C=CC=CC9)[P](C=1C=CC=CC1)(C=1C=CC=CC1)C=1C=CC=CC1 (tetrakis(triphenylphosphine)palladium). Reported procedure: To 5.1 g of the resulting 4′-(4-bromophenyl)-6-(5H-pyrido[4,3-b]indol-5-yl)-[2,2′;6′,2″]terpyridine were added 1.1 g of phenylboronic acid, 0.5 g of tetrakis(triphenylphosphine)palladium, 23 mL of a 2 M aqueous potassium carbonate solution, 72 mL of toluene, and 18 mL of ethanol, followed by heating with reflux while stirring for 5.5 hours. After cooling to room temperature, a precipitate was collected by filtration. To the precipitate, 200 mL of chloroform was added and insoluble matter was rem... Run in C(Cl)(Cl)Cl (chloroform), C(C)O (ethanol). Product: C1(=CC=C(C=C1)C1=CC(=NC(=C1)C1=NC=CC=C1)C1=NC(=CC=C1)N1C2=C(C=3C=CC=CC13)C=NC=C2)C2=CC=CC=C2 (4′-(biphenyl-4-yl)-6-(5H-pyrido[4,3-b]indol-5-yl)-[2,2′;6′,2″]terpyridine). The yield is 58.3%. Reaction SMILES: Br[C:2]1[CH:7]=[CH:6][C:5]([C:8]2[CH:13]=[C:12]([C:14]3[CH:19]=[CH:18][CH:17]=[CH:16][N:15]=3)[N:11]=[C:10]([C:20]3[CH:25]=[CH:24][CH:23]=[C:22]([N:26]4[C:34]5[CH:33]=[CH:32][CH:31]=[CH:30][C:29]=5[C:28]5[CH:35]=[N:36][CH:37]=[CH:38][C:27]4=5)[N:21]=3)[CH:9]=2)=[CH:4][CH:3]=1.[C:39]1(B(O)O)[CH:44]=[CH:43][CH:42]=[CH:41][CH:40]=1.C(=O)([O-])[O-].[K+].[K+].C1(C)C=CC=CC=1>C(Cl)(Cl)Cl.C1C=CC([P]([Pd]([P](C2C=CC=CC=2)(C2C=CC=CC=2)C2C=CC=CC=2)([P](C2C=CC=CC=2)(C2C=CC=CC=2)C2C=CC=CC=2)[P](C2C=CC=CC=2)(C2C=CC=CC=2)C2C=CC=CC=2)(C2C=CC=CC=2)C2C=CC=CC=2)=CC=1.C(O)C>[C:2]1([C:39]2[CH:44]=[CH:43][CH:42]=[CH:41][CH:40]=2)[CH:7]=[CH:6][C:5]([C:8]2[CH:13]=[C:12]([C:14]3[CH:19]=[CH:18][CH:17]=[CH:16][N:15]=3)[N:11]=[C:10]([C:20]3[CH:25]=[CH:24][CH:23]=[C:22]([N:26]4[C:34]5[CH:33]=[CH:32][CH:31]=[CH:30][C:29]=5[C:28]5[CH:35]=[N:36][CH:37]=[CH:38][C:27]4=5)[N:21]=3)[CH:9]=2)=[CH:4][CH:3]=1 |f:2.3.4,^1:68,70,89,108|. Reactants: BrC1=CC=C(C=C1)C1=CC(=NC(=C1)C1=NC=CC=C1)C1=NC(=CC=C1)N1C2=C(C=3C=CC=CC13)C=NC=C2 (4′-(4-bromophenyl)-6-(5H-pyrido[4,3-b]indol-5-yl)-[2,2′;6′,2″]terpyridine), C1(=CC=CC=C1)B(O)O (phenylboronic acid), C([O-])([O-])=O.[K+].[K+] (potassium carbonate), C1(=CC=CC=C1)C (toluene). Reaction conditions: time 5.5 hour. Reactants: C1(CCCCC1)S (cyclohexanethiol), C=O (formaldehyde), Cl (hydrochloric acid), OC1=CC=C(C=C1)S (4-hydroxythiophenol), [OH-].[Na+] (sodium hydroxide). Run in O (water), C(C)O (ethanol). Run at temperature 70 celsius, time 4 hour. Product: C1(CCCCC1)SCSC1=CC=C(C=C1)O (cyclohexylthio(4-hydroxyphenylthio)methane). RXN SMILES: [OH:1][C:2]1[CH:7]=[CH:6][C:5]([SH:8])=[CH:4][CH:3]=1.[OH-].[Na+].[CH:11]1([SH:17])[CH2:16][CH2:15][CH2:14][CH2:13][CH2:12]1.[CH2:18]=O.Cl>C(O)C.O>[CH:11]1([S:17][CH2:18][S:8][C:5]2[CH:6]=[CH:7][C:2]([OH:1])=[CH:3][CH:4]=2)[CH2:16][CH2:15][CH2:14][CH2:13][CH2:12]1 |f:1.2|. Procedure details: In 100 g of ethanol were dispersed 12.6 g (0.1 mol) of 4-hydroxythiophenol and 4.0 g (0.1 mol) of sodium hydroxide. The dispersion was heated at 70° C. for dissolution. To the solution, 16.5 g (0.1 mol) of chloromethylcyclohexylsulfidei which was separately prepared from cyclohexanethiol, formaldehyde and hydrochloric acid according to the teaching of U.S. Pat. No. 2,354,230, was added dropwise. The solution was ripened at 70° C. for 4 hours. Thereafter, the solution was cooled, combined with 50...